Dataset: the Open Reaction Database (ORD), a public repository of structured organic reaction records. Task: describe an organic reaction: reactants, conditions, products, and yield Reactants: solution, Cl (hydrogen chloride), O1CCOCC1 (dioxane), C(C1=CC=CC=C1)OC1=C(C=CC(=C1)F)C1=NC(=NC=C1F)Cl (4-[2-(benzyloxy)-4-fluorophenyl]-2-chloro-5-fluoropyrimidine), CSCC=1C=C(N)C=CC1 (3-[(methylsulfanyl)methyl]aniline). The solvent is C(CCC)O (1-butanol), C(C)(=O)OCC (ethyl acetate). Reaction conditions: temperature 140 celsius, time 16 hour. Product: C(C1=CC=CC=C1)OC1=C(C=CC(=C1)F)C1=NC(=NC=C1F)NC1=CC(=CC=C1)CSC (4-[2-(Benzyloxy)-4-fluorophenyl]-5-fluoro-N-{3-[(methylsulfanyl)methyl]phenyl}pyrimidin-2-amine). Yield: 27.4%. RXN SMILES: Cl.O1CCOCC1.[CH2:8]([O:15][C:16]1[CH:21]=[C:20]([F:22])[CH:19]=[CH:18][C:17]=1[C:23]1[C:28]([F:29])=[CH:27][N:26]=[C:25](Cl)[N:24]=1)[C:9]1[CH:14]=[CH:13][CH:12]=[CH:11][CH:10]=1.[CH3:31][S:32][CH2:33][C:34]1[CH:35]=[C:36]([CH:38]=[CH:39][CH:40]=1)[NH2:37]>C(O)CCC.C(OCC)(=O)C>[CH2:8]([O:15][C:16]1[CH:21]=[C:20]([F:22])[CH:19]=[CH:18][C:17]=1[C:23]1[C:28]([F:29])=[CH:27][N:26]=[C:25]([NH:37][C:36]2[CH:38]=[CH:39][CH:40]=[C:34]([CH2:33][S:32][CH3:31])[CH:35]=2)[N:24]=1)[C:9]1[CH:14]=[CH:13][CH:12]=[CH:11][CH:10]=1. Procedure: A 4N solution of hydrogen chloride in dioxane (0.34 mL; 1.35 mmol) was added to a stirred solution of 4-[2-(benzyloxy)-4-fluorophenyl]-2-chloro-5-fluoropyrimidine (450 mg; 1.35 mmol) and 3-[(methylsulfanyl)methyl]aniline (311 mg; 2.03 mmol) in 1-butanol (3.00 mL). The batch was stirred at 140° C. for 16 hours. After cooling the batch was diluted with ethyl acetate and washed with aqueous sodium bicarbonate solution and saturated aqueous sodium chloride solution. The organic phase was filtered us... The reactants are [BH4-], CCCOc1cc(C=O)ccc1OC, CCO, [Na+]. Yields the product CCCOc1cc(CO)ccc1OC. As a reaction SMILES: [BH4-:15].[CH2:1]([CH2:2][CH3:3])[O:4][c:5]1[cH:6][c:7]([CH:8]=[O:9])[cH:10][cH:11][c:12]1[O:13][CH3:14].[CH3:17][CH2:18][OH:19].[Na+:16]>>[CH2:1]([CH2:2][CH3:3])[O:4][c:5]1[cH:6][c:7]([CH2:8][OH:9])[cH:10][cH:11][c:12]1[O:13][CH3:14].